From a dataset of the Open Reaction Database (ORD), a public repository of structured organic reaction records. describe an organic reaction: reactants, conditions, products, and yield Starting materials: 28, ClC1=C(C=C(C=C1)[N+](=O)[O-])NC(=S)NCCO (N-(2-chloro-5-nitrophenyl)N'-(2-hydroxyethyl)thiourea), C([O-])([O-])=O.[K+].[K+] (potassium carbonate), CN(C=O)C (N,N-dimethylformamide). Run in O (water). Product: 20.5, [N+](=O)([O-])C=1C=CC2=C(N=C(S2)NCCO)C1 (2-[(5-nitro-2-benzothiazolyl)amino]ethanol). Isolated yield 82.0%. RXN SMILES: Cl[C:2]1[CH:7]=[CH:6][C:5]([N+:8]([O-:10])=[O:9])=[CH:4][C:3]=1[NH:11][C:12]([NH:14][CH2:15][CH2:16][OH:17])=[S:13].C(=O)([O-])[O-].[K+].[K+].CN(C)C=O>O>[N+:8]([C:5]1[CH:6]=[CH:7][C:2]2[S:13][C:12]([NH:14][CH2:15][CH2:16][OH:17])=[N:11][C:3]=2[CH:4]=1)([O-:10])=[O:9] |f:1.2.3|. Procedure details: A mixture of 28 parts of N-(2-chloro-5-nitrophenyl)N'-(2-hydroxyethyl)thiourea, 14.5 parts of potassium carbonate and 225 parts of N,N-dimethylformamide is stirred and refluxed for one hour. After cooling, 300 parts of water are added. The precipitated product is filtered off, washed with water and dried, yielding 20.5 parts (82%) of 2-[(5-nitro-2-benzothiazolyl)amino]ethanol; mp. 183.4° C. Starting materials: BrC1=CC=C(C=C1)C(=O)C(=O)C1=CC=C(C=C1)Br (4,4′-dibromobenzil), C(CCCCCCCCCCC)OC1=C(C=C(C=C1)C=C)OCCCCCCCCCCCC (1,2-bis-dodecyloxy-4-vinyl-benzene). Reagents/catalysts: [Pd] (Pd). Yields the product C(CCCCCCCCCCC)OC1=C(C=C(C=C1)C=C)OCCCCCCCCCCCC (1,2-Bis-dodecyloxy-4-vinyl-benzene), C(CCCCCCCCCCC)OC=1C=C(C=CC1OCCCCCCCCCCCC)C=CC1=CC=C(C=C1)C(C(=O)C1=CC=C(C=C1)C=CC1=CC(=C(C=C1)OCCCCCCCCCCCC)OCCCCCCCCCCCC)=O (1,2-bis-{4-[2-(3,4-bis-dodecyloxy-phenyl)-vinyl]-phenyl}-ethane-1,2-dione). The yield is 66.0%. As a reaction SMILES: Br[C:2]1[CH:7]=[CH:6][C:5]([C:8]([C:10]([C:12]2[CH:17]=[CH:16][C:15](Br)=[CH:14][CH:13]=2)=[O:11])=[O:9])=[CH:4][CH:3]=1.[CH2:19]([O:31][C:32]1[CH:37]=[CH:36][C:35]([CH:38]=[CH2:39])=[CH:34][C:33]=1[O:40][CH2:41][CH2:42][CH2:43][CH2:44][CH2:45][CH2:46][CH2:47][CH2:48][CH2:49][CH2:50][CH2:51][CH3:52])[CH2:20][CH2:21][CH2:22][CH2:23][CH2:24][CH2:25][CH2:26][CH2:27][CH2:28][CH2:29][CH3:30]>[Pd]>[CH2:19]([O:31][C:32]1[CH:37]=[CH:36][C:35]([CH:38]=[CH2:39])=[CH:34][C:33]=1[O:40][CH2:41][CH2:42][CH2:43][CH2:44][CH2:45][CH2:46][CH2:47][CH2:48][CH2:49][CH2:50][CH2:51][CH3:52])[CH2:20][CH2:21][CH2:22][CH2:23][CH2:24][CH2:25][CH2:26][CH2:27][CH2:28][CH2:29][CH3:30].[CH2:41]([O:40][C:33]1[CH:34]=[C:35]([CH:38]=[CH:39][C:2]2[CH:7]=[CH:6][C:5]([C:8](=[O:9])[C:10]([C:12]3[CH:17]=[CH:16][C:15]([CH:39]=[CH:38][C:35]4[CH:36]=[CH:37][C:32]([O:31][CH2:19][CH2:20][CH2:21][CH2:22][CH2:23][CH2:24][CH2:25][CH2:26][CH2:27][CH2:28][CH2:29][CH3:30])=[C:33]([O:40][CH2:41][CH2:42][CH2:43][CH2:44][CH2:45][CH2:46][CH2:47][CH2:48][CH2:49][CH2:50][CH2:51][CH3:52])[CH:34]=4)=[CH:14][CH:13]=3)=[O:11])=[CH:4][CH:3]=2)[CH:36]=[CH:37][C:32]=1[O:31][CH2:19][CH2:20][CH2:21][CH2:22][CH2:23][CH2:24][CH2:25][CH2:26][CH2:27][CH2:28][CH2:29][CH3:30])[CH2:42][CH2:43][CH2:44][CH2:45][CH2:46][CH2:47][CH2:48][CH2:49][CH2:50][CH2:51][CH3:52]. Reported procedure: 1,2-Bis-dodecyloxy-4-vinyl-benzene (JYC-II-004-A) was synthesized in 66% yield according to a simplified Wittig reaction procedure reported by Gaset and co-workers.3 The Pd-catalyzed Heck coupling reaction between 4,4′-dibromobenzil and 1,2-bis-dodecyloxy-4-vinyl-benzene gave 1,2-bis-{4-[2-(3,4-bis-dodecyloxy-phenyl)-vinyl]-phenyl}-ethane-1,2-dione (JYC-II-007-A) in 76% yield as a bright yellow solid. Bis{1,2-di-{4-[2-(3,4-bis-dodecyloxy-phenyl)-vinyl]-phenyl}-ethane-1,2-dithiolene}nickel (JYC-I...